The task is: describe an organic reaction: reactants, conditions, products, and yield. This data is from the Open Reaction Database (ORD), a public repository of structured organic reaction records. The reactants are BrC1=Cc2ccccc2C1, C[Si](C)(Cl)Cl, [Mg], C1CCOC1. The product is C[Si](C)(Cl)C1=Cc2ccccc2C1. As a reaction SMILES: [Br:1][C:2]1=[CH:10][c:9]2[c:4]([cH:5][cH:6][cH:7][cH:8]2)[CH2:3]1.[Cl:12][Si:13]([CH3:14])([CH3:15])[Cl:16].[Mg:11].[O:17]1[CH2:18][CH2:19][CH2:20][CH2:21]1>>[C:2]1([Si:13]([Cl:12])([CH3:14])[CH3:15])=[CH:10][c:9]2[c:4]([cH:5][cH:6][cH:7][cH:8]2)[CH2:3]1. The reactants are CNC(=O)N1CCc2cc(B3OC(C)(C)C(C)(C)O3)ccc21, CN(C1CC1)S(=O)(=O)c1ccc(-c2cnc(N)c(Br)n2)cc1. Yields the product CNC(=O)N1CCc2cc(-c3nc(-c4ccc(S(=O)(=O)N(C)C5CC5)cc4)cnc3N)ccc21. Reaction SMILES: [CH3:1][NH:2][C:3](=[O:4])[N:5]1[CH2:6][CH2:7][c:8]2[cH:9][c:10]([B:14]3[O:15][C:16]([CH3:17])([CH3:18])[C:19]([CH3:20])([CH3:21])[O:22]3)[cH:11][cH:12][c:13]21.[NH2:23][c:24]1[n:25][cH:26][c:27](-[c:31]2[cH:32][cH:33][c:34]([S:37](=[O:38])(=[O:39])[N:40]([CH3:41])[CH:42]3[CH2:43][CH2:44]3)[cH:35][cH:36]2)[n:28][c:29]1[Br:30]>>[CH3:1][NH:2][C:3](=[O:4])[N:5]1[CH2:6][CH2:7][c:8]2[cH:9][c:10](-[c:29]3[c:24]([NH2:23])[n:25][cH:26][c:27](-[c:31]4[cH:32][cH:33][c:34]([S:37](=[O:38])(=[O:39])[N:40]([CH3:41])[CH:42]5[CH2:43][CH2:44]5)[cH:35][cH:36]4)[n:28]3)[cH:11][cH:12][c:13]21. The reactants are ClC1=NC=CC(=C1)C=1C(=NNC1)C=1SC(=CC1)Cl (2-chloro-4-[3-(5-chloro-2-thienyl)-1H-pyrazol-4-yl]pyridine), C([O-])([O-])=O.[Cs+].[Cs+] (cesium carbonate), ClC1=NC=CC(=C1)C=1C(=NN(C1)CC(C)C)C=1SC(=CC1)Cl (2-chloro-4-[1-isobutyl-3-(5-chloro-2-thienyl)-1H-pyrazol-4-yl]pyridine). Solvent: CN(C=O)C (N,N-dimethylformamide). Conditions: time 8 hour. The product is mixture, ClC1=NC=CC(=C1)C=1C=NN(C1C=1SC(=CC1)Cl)CC(C)C (2-chloro-4-[1-isobutyl-5-(5-chloro-2-thienyl)-1H-pyrazol-4-yl]pyridine). Isolated yield 88.0%. RXN SMILES: [Cl:1][C:2]1[CH:7]=[C:6]([C:8]2[C:9]([C:13]3[S:14][C:15]([Cl:18])=[CH:16][CH:17]=3)=[N:10][NH:11][CH:12]=2)[CH:5]=[CH:4][N:3]=1.C(=O)([O-])[O-].[Cs+].[Cs+].ClC1[CH:31]=[C:30]([C:32]2C(C3SC(Cl)=CC=3)=NN(CC(C)C)C=2)[CH:29]=CN=1>CN(C)C=O>[Cl:1][C:2]1[CH:7]=[C:6]([C:8]2[CH:12]=[N:11][N:10]([CH2:29][CH:30]([CH3:32])[CH3:31])[C:9]=2[C:13]2[S:14][C:15]([Cl:18])=[CH:16][CH:17]=2)[CH:5]=[CH:4][N:3]=1 |f:1.2.3|. Reported procedure: To a solution of 2-chloro-4-[3-(5-chloro-2-thienyl)-1H-pyrazol-4-yl]pyridine (6.7 mmol) in 53 mL N,N-dimethylformamide were added bromoisobutyle (10.1 mmol) and cesium carbonate (7.4 mmol). The reaction mixture was stirred overnight at room temperature and the solvent was then evaporated. The residue was diluted with water and extracted three times with ethyl acetate. The combined organic extracts were dried over MgSO4, filtered and concentrated. The residue was purified by chromatography on sil... Starting materials: [H-].[Na+] (sodium hydride), OC=1C=C2C(NC=NC2=CC1)=O (6-hydroxy-3H-quinazolin-4-one), COC1=C(CBr)C(=CC=C1)OC (2,6-dimethoxybenzylbromide). Solvent: CN(C=O)C (dimethylformamide). Run at time 30 minute. Product: COC1=C(CN2C=NC3=CC=C(C=C3C2=O)O)C(=CC=C1)OC (3-(2,6-Dimethoxybenzyl)-6-hydroxy-3H-quinazolin-4-one). As a reaction SMILES: [H-].[Na+].[OH:3][C:4]1[CH:5]=[C:6]2[C:11](=[CH:12][CH:13]=1)[N:10]=[CH:9][NH:8][C:7]2=[O:14].[CH3:15][O:16][C:17]1[CH:24]=[CH:23][CH:22]=[C:21]([O:25][CH3:26])[C:18]=1[CH2:19]Br>CN(C)C=O>[CH3:26][O:25][C:21]1[CH:22]=[CH:23][CH:24]=[C:17]([O:16][CH3:15])[C:18]=1[CH2:19][N:8]1[C:7](=[O:14])[C:6]2[C:11](=[CH:12][CH:13]=[C:4]([OH:3])[CH:5]=2)[N:10]=[CH:9]1 |f:0.1|. Reported procedure: 76 mg of sodium hydride (80% in mineral oil) are added to a suspension of 400 mg of 6-hydroxy-3H-quinazolin-4-one in 20 ml of dry dimethylformamide. After stirring for 30 minutes at room temperature, 560 mg of 2,6-dimethoxybenzylbromide are added, and stirring is continued overnight. The solvent is distilled off in vacuo, and the residue partitioned between aqueous pH7-buffer solution and ethyl acetate. The organic phase is separated, dried over magnesium sulfate and evaporated in vacuo. Silica ... Starting materials: ClC1=C(CN(CCCOC=2C=C(C=CC2)C(C(=O)O)CCCC)CC(C2=CC=CC=C2)C2=CC=CC=C2)C=CC=C1C(F)(F)F (2-(3-{3-[(2-Chloro-3-trifluoromethyl-benzyl)-2,2-diphenylethyl-amino]-propoxy}-phenyl)-hexanoic acid), Cl (HCl). Solvent: C(C)OCC (diethyl ether), C(C)OCC (diethyl ether). Yields the product Cl.ClC1=C(CN(CCCOC=2C=C(C=CC2)C(C(=O)O)CC)CC(C2=CC=CC=C2)C2=CC=CC=C2)C=CC=C1C(F)(F)F (2-(3-{3-[(2-Chloro-3-trifluoromethyl-benzyl)-2,2-diphenylethyl-amino]-propoxy}-phenyl)-butyric acid hydrochloride salt). Isolated yield 80.0%. RXN SMILES: [Cl:1][C:2]1[C:41]([C:42]([F:45])([F:44])[F:43])=[CH:40][CH:39]=[CH:38][C:3]=1[CH2:4][N:5]([CH2:24][CH:25]([C:32]1[CH:37]=[CH:36][CH:35]=[CH:34][CH:33]=1)[C:26]1[CH:31]=[CH:30][CH:29]=[CH:28][CH:27]=1)[CH2:6][CH2:7][CH2:8][O:9][C:10]1[CH:11]=[C:12]([CH:16]([CH2:20][CH2:21]CC)[C:17]([OH:19])=[O:18])[CH:13]=[CH:14][CH:15]=1.Cl>C(OCC)C>[ClH:1].[Cl:1][C:2]1[C:41]([C:42]([F:43])([F:44])[F:45])=[CH:40][CH:39]=[CH:38][C:3]=1[CH2:4][N:5]([CH2:24][CH:25]([C:32]1[CH:37]=[CH:36][CH:35]=[CH:34][CH:33]=1)[C:26]1[CH:27]=[CH:28][CH:29]=[CH:30][CH:31]=1)[CH2:6][CH2:7][CH2:8][O:9][C:10]1[CH:11]=[C:12]([CH:16]([CH2:20][CH3:21])[C:17]([OH:19])=[O:18])[CH:13]=[CH:14][CH:15]=1 |f:3.4|. Procedure details: To a solution of 2-(3-{3-[(2-Chloro-3-trifluoromethyl-benzyl)-2,2-diphenylethyl-amino]-propoxy}-phenyl)-hexanoic acid in diethyl ether was added HCl in diethyl ether (1.0 M) to precipitate the amine salt. The suspension was filtered and dried to give the title compound as a white solid (30 mg, 80%). MS m/e 609.2 (M+H)+. The reactants are I.C(=O)N1CCN(CC1)C(N)=N (4-formyl-piperazinecarboximidamide hydroiodide), NN (hydrazine), C1=CC=NC(=C1)C(=O)C(=O)C2=CC=CC=N2 (2,2'-pyridil), [O-]CC.[Na+] (sodium ethoxide). Run in C(C)O (ethanol), C(C)O (ethanol). Run at time 15 minute. The product is C(=O)N1CCN(CC1)C=1N=NC(=C(N1)C1=NC=CC=C1)C1=NC=CC=C1 (1-formyl 4-[5,6-bis(2-pyridinyl)-1,2,4-triazin-3-yl]-piperazine). RXN SMILES: I.[CH:2]([N:4]1[CH2:9][CH2:8][N:7]([C:10](=[NH:12])[NH2:11])[CH2:6][CH2:5]1)=[O:3].[O-]CC.[Na+].[NH2:17]N.[CH:19]1[CH:24]=[C:23]([C:25]([C:27]([C:29]2[N:34]=[CH:33][CH:32]=[CH:31][CH:30]=2)=O)=O)[N:22]=[CH:21][CH:20]=1>C(O)C>[CH:2]([N:4]1[CH2:9][CH2:8][N:7]([C:10]2[N:11]=[N:17][C:27]([C:29]3[CH:30]=[CH:31][CH:32]=[CH:33][N:34]=3)=[C:25]([C:23]3[CH:24]=[CH:19][CH:20]=[CH:21][N:22]=3)[N:12]=2)[CH2:6][CH2:5]1)=[O:3] |f:0.1,2.3|. Procedure: A mixture of 4-formyl-piperazinecarboximidamide hydroiodide (prepared according to U.S. Pat. No. 4,351,832) in ethanol (4 ml) and ethanolic sodium ethoxide (1.4N, 6.8 ml) is stirred for 15 min and then anhydrous hydrazine (0.32 g) in ethanol (3 ml) is added. The mixture is stirred an additional 15 min, then 2,2'-pyridil (2.12 g) is added. The mixture is stirred for 12 hours at 25° and concentrated. The residue is chromatographed on silica gel eluting with a methylene chloride/methanol mixture. T... The reactants are C(=O)C=1C=CC(=C(C(=O)NCC2=CC=C(C=C2)C(F)(F)F)C1)OC (5-formyl-2-methoxy-N-(4-trifluoromethylbenzyl)benzamide), CC(=O)C (acetone), CC(=O)C.OS(=O)(=O)O.O=[Cr](=O)=O (Jones reagent), CC(=O)C.OS(=O)(=O)O.O=[Cr](=O)=O (Jones reagent). Solvent: O (water). Conditions: time 25 minute. The product is COC1=C(C=C(C(=O)O)C=C1)C(NCC1=CC=C(C=C1)C(F)(F)F)=O (4-Methoxy-3-[N-(4-trifluoromethylbenzyl)carbamoyl]benzoic acid). RXN SMILES: [CH:1]([C:3]1[CH:4]=[CH:5][C:6]([O:23][CH3:24])=[C:7]([CH:22]=1)[C:8]([NH:10][CH2:11][C:12]1[CH:17]=[CH:16][C:15]([C:18]([F:21])([F:20])[F:19])=[CH:14][CH:13]=1)=[O:9])=[O:2].CC(C)=[O:27].CC(C)=O.OS(O)(=O)=O.O=[Cr](=O)=O>O>[CH3:24][O:23][C:6]1[CH:5]=[CH:4][C:3]([C:1]([OH:27])=[O:2])=[CH:22][C:7]=1[C:8](=[O:9])[NH:10][CH2:11][C:12]1[CH:17]=[CH:16][C:15]([C:18]([F:19])([F:20])[F:21])=[CH:14][CH:13]=1 |f:2.3.4|. Procedure details: To 500 mg of 5-formyl-2-methoxy-N-(4-trifluoromethylbenzyl)benzamide were added 20 ml of acetone and 0.5 ml of Jones reagent under cooling with ice, and the mixture was stirred for 25 minutes. Then, 0.2 ml of Jones reagent were added further and the mixture was stirred for 35 minutes. To the reaction mixture were added 100 ml of water, which was extracted (100 ml×2) with methylene chloride (small quantity of acetone was added). After washed with 50 ml of saturated brine, the organic layer was dr...